Dataset: the Open Reaction Database (ORD), a public repository of structured organic reaction records. Task: describe an organic reaction: reactants, conditions, products, and yield Reactants: OC1CC(OC2=CC=CC=C12)(COC1=CC=C(C=C1)[N+](=O)[O-])C (4-hydroxy-2-methyl-2-(4-nitrophenoxymethyl)chroman), O.C1(=CC=C(C=C1)S(=O)(=O)O)C (p-toluenesulfonic acid monohydrate). Run in C1=CC=CC=C1 (benzene). The product is CC1(OC2=CC=CC=C2C=C1)COC1=CC=C(C=C1)[N+](=O)[O-] (2-Methyl-2-(4-nitrophenoxymethyl)-2H-chromene). Isolated yield 84.8%. RXN SMILES: O[CH:2]1[C:11]2[C:6](=[CH:7][CH:8]=[CH:9][CH:10]=2)[O:5][C:4]([CH3:23])([CH2:12][O:13][C:14]2[CH:19]=[CH:18][C:17]([N+:20]([O-:22])=[O:21])=[CH:16][CH:15]=2)[CH2:3]1.O.C1(C)C=CC(S(O)(=O)=O)=CC=1>C1C=CC=CC=1>[CH3:23][C:4]1([CH2:12][O:13][C:14]2[CH:15]=[CH:16][C:17]([N+:20]([O-:22])=[O:21])=[CH:18][CH:19]=2)[CH:3]=[CH:2][C:11]2[C:6](=[CH:7][CH:8]=[CH:9][CH:10]=2)[O:5]1 |f:1.2|. Procedure: A mixture of 1 g of 4-hydroxy-2-methyl-2-(4-nitrophenoxymethyl)chroman (prepared as described in Preparation 2), 70 mg of p-toluenesulfonic acid monohydrate and 10 ml of benzene was heated under reflux for 45 minutes. At the end of this time, the reaction mixture was washed with a saturated aqueous solution of sodium bicarbonate and then with a saturated aqueous solution of sodium chloride, after which it was dried over anhydrous magnesium sulfate. The solvent was then distilled off under reduce... The reactants are COc1ccc(S)cc1, O=[N+]([O-])c1ccc(Cl)cc1, [H-], [Na+], CN(C)C=O. Yields the product COc1ccc(Sc2ccc([N+](=O)[O-])cc2)cc1. RXN SMILES: [CH3:3][O:4][c:5]1[cH:6][cH:7][c:8]([SH:11])[cH:9][cH:10]1.[Cl:12][c:13]1[cH:14][cH:15][c:16]([N+:19](=[O:20])[O-:21])[cH:17][cH:18]1.[H-:2].[Na+:1].[O:22]=[CH:23][N:24]([CH3:25])[CH3:26]>>[CH3:3][O:4][c:5]1[cH:6][cH:7][c:8]([S:11][c:13]2[cH:14][cH:15][c:16]([N+:19](=[O:20])[O-:21])[cH:17][cH:18]2)[cH:9][cH:10]1. The reactants are FC(F)(F)CCBr, CN(C)C=O, N#CC(C#N)Cc1ccc(F)cc1Cl, [H-], [Na+]. The product is N#CC(C#N)(CCC(F)(F)F)Cc1ccc(F)cc1Cl. RXN SMILES: [Br:17][CH2:18][CH2:19][C:20]([F:21])([F:22])[F:23].[CH3:24][N:25]([CH3:26])[CH:27]=[O:28].[Cl:1][c:2]1[c:3]([CH2:4][CH:5]([C:6]#[N:7])[C:8]#[N:9])[cH:10][cH:11][c:12]([F:14])[cH:13]1.[H-:15].[Na+:16]>>[Cl:1][c:2]1[c:3]([CH2:4][C:5]([C:6]#[N:7])([C:8]#[N:9])[CH2:18][CH2:19][C:20]([F:21])([F:22])[F:23])[cH:10][cH:11][c:12]([F:14])[cH:13]1. Starting materials: C(C1=CC=CC=C1)OC(=O)N[C@@H](C)C(=O)N[C@@H](CC1=CC=CC=C1)C(=O)O (N-benzyloxycarbonyl-L-alanyl-L-phenylalanine). The reagents and catalysts are [Pd] (Pd on carbon). The solvent is C(C)O (ethyl alcohol). Conditions: temperature 20 celsius, time 16 hour. Yields the product N[C@@H](C)C(=O)N[C@@H](CC1=CC=CC=C1)C(=O)O (L-alanyl-L-phenylalanine). Yield: 91.9%. Reaction SMILES: C(OC([NH:11][C@H:12]([C:14]([NH:16][C@H:17]([C:25]([OH:27])=[O:26])[CH2:18][C:19]1[CH:24]=[CH:23][CH:22]=[CH:21][CH:20]=1)=[O:15])[CH3:13])=O)C1C=CC=CC=1>C(O)C.[Pd]>[NH2:11][C@H:12]([C:14]([NH:16][C@H:17]([C:25]([OH:27])=[O:26])[CH2:18][C:19]1[CH:24]=[CH:23][CH:22]=[CH:21][CH:20]=1)=[O:15])[CH3:13]. Procedure details: A mixture of N-benzyloxycarbonyl-L-alanyl-L-phenylalanine (0.208 g, 0.562 mmol) and 10% Pd on carbon (0.1 g) in 95% ethyl alcohol (50 mL) was shaken on a Parr hydrogenation apparatus for 16 h at 20° C. The reaction mixture was filtered and the filtrate rinsed with water (100 mL). The combined solutions were concentrated to give 0.122 g (92%) of L-alanyl-L-phenylalanine as a white solid. HPLC analysis showed >99.5% purity and no evidence of racemization. Starting materials: Cl.C1NCC(C12CCCCC2)C(=O)O (2-Aza-spiro[4.5]decane-4-carboxylic Acid Hydrochloride), N1=CC=CC=C1 (pyridine), COC(=O)C1CN(CC12CCCCC2)CC2=CC=CC=C2 (2-Benzyl-2-aza-spiro[4.5]decane-4-carboxylic Acid Methyl Ester), Pd (OH)2, [H][H] (hydrogen), C(C1=CC=CC=C1)OC(=O)Cl (benzylchloroformate). Run in ClCCl (dichloromethane), CO (methanol). Run at time 2 day. Product: COC(=O)C1CN(CC12CCCCC2)C(=O)OCC2=CC=CC=C2 (2-Aza-spiro[4.5]decane-2,4-dicarboxylic Acid 2-Benzyl Ester 4-Methyl Ester). Reaction SMILES: [CH3:1][O:2][C:3]([CH:5]1[C:9]2([CH2:14][CH2:13][CH2:12][CH2:11][CH2:10]2)[CH2:8][N:7](CC2C=CC=CC=2)[CH2:6]1)=[O:4].[H][H].Cl.C1C2(CCCCC2)C(C(O)=O)CN1.N1C=CC=CC=1.[CH2:44]([O:51][C:52](Cl)=[O:53])[C:45]1[CH:50]=[CH:49][CH:48]=[CH:47][CH:46]=1>CO.ClCCl>[CH3:1][O:2][C:3]([CH:5]1[C:9]2([CH2:14][CH2:13][CH2:12][CH2:11][CH2:10]2)[CH2:8][N:7]([C:52]([O:51][CH2:44][C:45]2[CH:50]=[CH:49][CH:48]=[CH:47][CH:46]=2)=[O:53])[CH2:6]1)=[O:4] |f:2.3|. Procedure details: A solution of (4) (3 g; 10.44 mmol) and 10% Pd (OH)2/C (0.60 g; 20% w/w) in methanol (50 mL) was stirred for 24 hours at 40° C. under at atmosphere of dry hydrogen gas. The catalyst was filtered off through a celite pad, and the filtrate was concentrated in vacuo to.give 2 g (10.14 mmol; 97%) of (5) as a colorless oil which was used without any further purification. To a solution of (5) (2 g; 10.14 mmol) in dry dichloromethane (100 mL) was successively added, at 0° C., under an argon atmosphere,...